Dataset: the Open Reaction Database (ORD), a public repository of structured organic reaction records. Task: describe an organic reaction: reactants, conditions, products, and yield The reactants are C(C)(C)(C)OC(=O)NC(C=1C=C(OCC2CCN(CC2)C(=O)OCC2=CC=CC=C2)C=CC1)C1=CC=CC=C1 (benzyl 4-((3-(((tert-butoxycarbonyl)amino)(phenyl)-methyl)phenoxy)methyl)piperidine-1-carboxylate), CC1=CCC=CC1 (1-methyl1,4-cyclohexadiene). The reagents and catalysts are [Pd] (palladium on charcoal). Solvent: C(C)O (ethanol). Conditions: temperature 80 celsius. The product is C(C)(C)(C)OC(NC(C1=CC(=CC=C1)OCC1CCNCC1)C1=CC=CC=C1)=O (tert-Butyl(phenyl(3-(piperidin-4-ylmethoxy)phenyl)methyl)carbamate). Isolated yield 85.6%. RXN SMILES: [C:1]([O:5][C:6]([NH:8][CH:9]([C:34]1[CH:39]=[CH:38][CH:37]=[CH:36][CH:35]=1)[C:10]1[CH:11]=[C:12]([CH:31]=[CH:32][CH:33]=1)[O:13][CH2:14][CH:15]1[CH2:20][CH2:19][N:18](C(OCC2C=CC=CC=2)=O)[CH2:17][CH2:16]1)=[O:7])([CH3:4])([CH3:3])[CH3:2].CC1CC=CCC=1>C(O)C.[Pd]>[C:1]([O:5][C:6](=[O:7])[NH:8][CH:9]([C:34]1[CH:39]=[CH:38][CH:37]=[CH:36][CH:35]=1)[C:10]1[CH:33]=[CH:32][CH:31]=[C:12]([O:13][CH2:14][CH:15]2[CH2:16][CH2:17][NH:18][CH2:19][CH2:20]2)[CH:11]=1)([CH3:4])([CH3:2])[CH3:3]. Procedure: To a stirred solution of benzyl 4-((3-(((tert-butoxycarbonyl)amino)(phenyl)-methyl)phenoxy)methyl)piperidine-1-carboxylate (1.12 g, 2.11 mmol) in ethanol (10 mL), was added 10% palladium on charcoal (0.22 g) and 1-methyl1,4-cyclohexadiene (1.18 mL, 10.55 mmol). The reaction mixture was heated to 80° C. for 7 hours. The reaction mixture was filtered through a pad of celite, and the filter-pad washed with further ethanol. The filtrate was evaporated at reduced pressure to afford the title compound... Starting materials: Clc1ccn2c(Br)cnc2c1, O=C([O-])[O-], COCCOC, OB(O)c1ccnc(Cl)c1, [Na+], [Na+], O, Cl[Pd]Cl, c1ccc(P(c2ccccc2)c2ccccc2)cc1, c1ccc(P(c2ccccc2)c2ccccc2)cc1. Yields the product Clc1ccn2c(-c3ccnc(Cl)c3)cnc2c1. Reaction SMILES: [Br:1][c:2]1[cH:3][n:4][c:5]2[n:6]1[cH:7][cH:8][c:9]([Cl:11])[cH:10]2.[C:23](=[O:24])([O-:25])[O-:26].[CH3:29][O:30][CH2:31][CH2:32][O:33][CH3:34].[Cl:12][c:13]1[n:14][cH:15][cH:16][c:17]([B:19]([OH:20])[OH:21])[cH:18]1.[Na+:27].[Na+:28].[OH2:22].[Pd:35]([Cl:36])[Cl:37].[c:38]1([P:39]([c:40]2[cH:41][cH:42][cH:43][cH:44][cH:45]2)[c:46]2[cH:47][cH:48][cH:49][cH:50][cH:51]2)[cH:52][cH:53][cH:54][cH:55][cH:56]1.[c:57]1([P:58]([c:59]2[cH:60][cH:61][cH:62][cH:63][cH:64]2)[c:65]2[cH:66][cH:67][cH:68][cH:69][cH:70]2)[cH:71][cH:72][cH:73][cH:74][cH:75]1>>[c:2]1(-[c:17]2[cH:16][cH:15][n:14][c:13]([Cl:12])[cH:18]2)[cH:3][n:4][c:5]2[n:6]1[cH:7][cH:8][c:9]([Cl:11])[cH:10]2. The reactants are C1COCCO1, CC1CN(C(=O)OC(C)(C)C)CCN1, CC(C)(C)[O-], Cc1cc(C)c(CNC(=O)c2cc(-c3ccc(Cl)nc3)cc3c2c(C)cn3C(C)C)c(=O)[nH]1, [Na+]. The product is Cc1cc(C)c(CNC(=O)c2cc(-c3ccc(N4CCN(C(=O)OC(C)(C)C)CC4C)nc3)cc3c2c(C)cn3C(C)C)c(=O)[nH]1. RXN SMILES: [CH2:54]1[O:55][CH2:56][CH2:57][O:58][CH2:59]1.[CH3:34][CH:35]1[CH2:36][N:37]([C:41](=[O:42])[O:43][C:44]([CH3:45])([CH3:46])[CH3:47])[CH2:38][CH2:39][NH:40]1.[CH3:48][C:49]([CH3:50])([O-:51])[CH3:52].[Cl:1][c:2]1[cH:3][cH:4][c:5](-[c:8]2[cH:9][c:10]([C:21](=[O:22])[NH:23][CH2:24][c:25]3[c:26](=[O:33])[nH:27][c:28]([CH3:32])[cH:29][c:30]3[CH3:31])[c:11]3[c:12]([CH3:20])[cH:13][n:14]([CH:17]([CH3:18])[CH3:19])[c:15]3[cH:16]2)[cH:6][n:7]1.[Na+:53]>>[c:2]1([N:40]2[CH:35]([CH3:34])[CH2:36][N:37]([C:41](=[O:42])[O:43][C:44]([CH3:45])([CH3:46])[CH3:47])[CH2:38][CH2:39]2)[cH:3][cH:4][c:5](-[c:8]2[cH:9][c:10]([C:21](=[O:22])[NH:23][CH2:24][c:25]3[c:26](=[O:33])[nH:27][c:28]([CH3:32])[cH:29][c:30]3[CH3:31])[c:11]3[c:12]([CH3:20])[cH:13][n:14]([CH:17]([CH3:18])[CH3:19])[c:15]3[cH:16]2)[cH:6][n:7]1.